Dataset: the Open Reaction Database (ORD), a public repository of structured organic reaction records. Task: describe an organic reaction: reactants, conditions, products, and yield Starting materials: BrC1=CC(=C(C(=O)O)C=C1)F (4-bromo-2-fluoro-benzoic acid), N1CCCC1 (pyrrolidine). Yields the product BrC1=CC(=C(C(=O)N2CCCC2)C=C1)F (1-(4-bromo-2-fluorobenzoyl)-pyrrolidine). As a reaction SMILES: [Br:1][C:2]1[CH:10]=[CH:9][C:5]([C:6]([OH:8])=O)=[C:4]([F:11])[CH:3]=1.[NH:12]1[CH2:16][CH2:15][CH2:14][CH2:13]1>>[Br:1][C:2]1[CH:10]=[CH:9][C:5]([C:6]([N:12]2[CH2:16][CH2:15][CH2:14][CH2:13]2)=[O:8])=[C:4]([F:11])[CH:3]=1. Procedure: The sub-title compound was prepared by the method of example 18 step a) using 4-bromo-2-fluoro-benzoic acid and pyrrolidine.) Reactants: O (water), CC1(NC(CC(C1)=O)(C)C)C (2,2,6,6-tetramethyl-4-piperidone), N1CCCCC1 (piperidine), O.C1(=CC=C(C=C1)S(=O)(=O)O)C (p-toluenesulphonic acid monohydrate). The solvent is C1=CC=CC=C1 (benzene). The product is CC1(NC(CC(=C1)N1CCCCC1)(C)C)C (1,2,5,6-tetrahydro-2,2,6,6-tetramethyl-4-piperidinopyridine). The yield is 21.0%. RXN SMILES: [CH3:1][C:2]1([CH3:11])[CH2:7][C:6](=O)[CH2:5][C:4]([CH3:10])([CH3:9])[NH:3]1.[NH:12]1[CH2:17][CH2:16][CH2:15][CH2:14][CH2:13]1.O.C1(C)C=CC(S(O)(=O)=O)=CC=1.O>C1C=CC=CC=1>[CH3:1][C:2]1([CH3:11])[CH:7]=[C:6]([N:12]2[CH2:17][CH2:16][CH2:15][CH2:14][CH2:13]2)[CH2:5][C:4]([CH3:10])([CH3:9])[NH:3]1 |f:2.3|. Procedure details: 154.7 g of 2,2,6,6-tetramethyl-4-piperidone, 160 g of piperidine and 10.0 g of p-toluenesulphonic acid monohydrate were dissolved in 200 ml of benzene. The solution was refluxed by heating for 8.5 hours, whilst the water formed in situ was removed with a Dean-Stark separator. The reaction mixture was then poured into a mixture comprising 700 ml of water, 200 ml of concentrated aqueous ammonia and 100 g of ice. The organic layer was separated, washed three times with water and then dried over anh... The reactants are [H-].[Na+] (sodium hydride), COC=1C=NNC1 (4-methoxy-pyrazole), ClC=1N=[N+](C2=C(N1)C=CC(=C2)Cl)[O-] (3,7-dichloro-benzo-1,2,4-triazine 1-oxide). The solvent is CN(C=O)C (dimethylformamide). Conditions: temperature 60 celsius, time 3 hour. Yields the product COC=1C=NN(C1)C=1N=[N+](C2=C(N1)C=CC(=C2)Cl)[O-] (3-(4-methoxypyrazol-1-yl)-7-chloro-benzo-1,2,4-triazine 1-oxide). The yield is 62.3%. As a reaction SMILES: [H-].[Na+].[CH3:3][O:4][C:5]1[CH:6]=[N:7][NH:8][CH:9]=1.Cl[C:11]1[N:12]=[N+:13]([O-:22])[C:14]2[CH:20]=[C:19]([Cl:21])[CH:18]=[CH:17][C:15]=2[N:16]=1>CN(C)C=O>[CH3:3][O:4][C:5]1[CH:6]=[N:7][N:8]([C:11]2[N:12]=[N+:13]([O-:22])[C:14]3[CH:20]=[C:19]([Cl:21])[CH:18]=[CH:17][C:15]=3[N:16]=2)[CH:9]=1 |f:0.1|. Procedure details: 3.45 g (0.115 mol) of sodium hydride (80% pure) were introduced into a solution of 12.6 g (0.13 mol) of 4-methoxy-pyrazole in 100 ml of absolute dimethylformamide at room temperature and the mixture was subsequently warmed briefly to 60° C. 21.6 g (0.1 mol) of 3,7-dichloro-benzo-1,2,4-triazine 1-oxide were added in portions to the mixture, which had been cooled to room temperature. After the exothermic reaction had subsided, the mixture was subsequently stirred at 30° to 40° C. for a further 3 h... Reactants: COC(CC1N(C(=NC2=C(C=CC=C12)F)C1=CC=C(C=C1)C1=CC(=CC=C1)C)C1=C(C=CC(=C1)C(F)(F)F)OC)=O (Methyl{2-[4-(3-methylphenyl)phenyl]-8-fluoro-3-[2-methoxy-5-(trifluoromethyl)phenyl]-3,4-dihydro-4-quinazolinyl}acetate), [OH-].[Na+] (sodium hydroxide). Solvent: O1CCOCC1 (dioxane). Product: CC=1C=C(C=CC1)C1=CC=C(C=C1)C1=NC2=C(C=CC=C2C(N1C1=C(C=CC(=C1)C(F)(F)F)OC)CC(=O)O)F ({2-[4-(3-Methylphenyl)phenyl]-8-fluoro-3-[2-methoxy-5-(trifluoromethyl)phenyl]-3,4-dihydro-4-quinazolinyl}acetic acid). As a reaction SMILES: C[O:2][C:3](=[O:41])[CH2:4][CH:5]1[C:14]2[C:9](=[C:10]([F:15])[CH:11]=[CH:12][CH:13]=2)[N:8]=[C:7]([C:16]2[CH:21]=[CH:20][C:19]([C:22]3[CH:27]=[CH:26][CH:25]=[C:24]([CH3:28])[CH:23]=3)=[CH:18][CH:17]=2)[N:6]1[C:29]1[CH:34]=[C:33]([C:35]([F:38])([F:37])[F:36])[CH:32]=[CH:31][C:30]=1[O:39][CH3:40].[OH-].[Na+]>O1CCOCC1>[CH3:28][C:24]1[CH:23]=[C:22]([C:19]2[CH:18]=[CH:17][C:16]([C:7]3[N:6]([C:29]4[CH:34]=[C:33]([C:35]([F:38])([F:37])[F:36])[CH:32]=[CH:31][C:30]=4[O:39][CH3:40])[CH:5]([CH2:4][C:3]([OH:41])=[O:2])[C:14]4[C:9](=[C:10]([F:15])[CH:11]=[CH:12][CH:13]=4)[N:8]=3)=[CH:21][CH:20]=2)[CH:27]=[CH:26][CH:25]=1 |f:1.2|. Procedure: Starting from 450 mg (0.80 mmol) of the ester from Example 21A, reaction in analogy to general method [E] with 96 mg (2.40 mmol) of sodium hydroxide in 21.5 ml of dioxane results in 407.5 mg (93% of theory) of the target compound. The reactants are C1(CC1)C(=O)Cl (cyclopropanecarbonyl chloride), [N+](=O)([O-])C=1C=C(OC=2C=CC=3N(C2)N=C(N3)N)C=CC1 (6-(3-nitrophenoxy)[1,2,4]triazolo[1,5-a]pyridin-2-amine), O (Water). Run in CN(C(C)=O)C (N,N-dimethylacetamide). Product: [N+](=O)([O-])C=1C=C(OC=2C=CC=3N(C2)N=C(N3)NC(=O)C3CC3)C=CC1 (N-[6-(3-nitrophenoxy)[1,2,4]triazolo[1,5-a]pyridin-2-yl]cyclopropanecarboxamide). The yield is 88.2%. Reaction SMILES: [N+:1]([C:4]1[CH:5]=[C:6]([CH:18]=[CH:19][CH:20]=1)[O:7][C:8]1[CH:9]=[CH:10][C:11]2[N:12]([N:14]=[C:15]([NH2:17])[N:16]=2)[CH:13]=1)([O-:3])=[O:2].[CH:21]1([C:24](Cl)=[O:25])[CH2:23][CH2:22]1.O>CN(C)C(=O)C>[N+:1]([C:4]1[CH:5]=[C:6]([CH:18]=[CH:19][CH:20]=1)[O:7][C:8]1[CH:9]=[CH:10][C:11]2[N:12]([N:14]=[C:15]([NH:17][C:24]([CH:21]3[CH2:23][CH2:22]3)=[O:25])[N:16]=2)[CH:13]=1)([O-:3])=[O:2]. Procedure: To a solution of 6-(3-nitrophenoxy)[1,2,4]triazolo[1,5-a]pyridin-2-amine (3.49 g, 12.9 mmol) in N,N-dimethylacetamide (20 mL) was added with stirring under ice-cooling cyclopropanecarbonyl chloride (2.46 mL, 27.0 mmol), and the mixture was stirred at room temperature for 15 hr. Water (40 mL) was added to the reaction mixture, and the precipitated solid was collected by filtration, washed with water and dried to give the title compound (3.86 g, 88%) as a white solid. Starting materials: CN(C)CC1=CC=2CN(CCC2O1)C(C1=CC=C(C=C1)C(C1=C(C(=CC=C1)Cl)Cl)=O)=O (N,N-Dimethyl-[5-[4-(2,3-dichlorobenzoyl)benzoyl]-4,5,6,7-tetrahydrofuro[3,2-c]pyridin-2-ylmethyl]amine), Cl (hydrogen chloride). Solvent: CO (methanol), C(C)(=O)OCC (ethyl acetate). The product is Cl.CN(C)CC1=CC=2CN(CCC2O1)C(C1=CC=C(C=C1)C(C1=C(C(=CC=C1)Cl)Cl)=O)=O (N,N-dimethyl-[5-[4-(2,3-dichlorobenzoyl)benzoyl]-4,5,6,7-tetrahydrofuro[3,2-c]pyridin-2-ylmethyl]amine hydrochloride). As a reaction SMILES: [CH3:1][N:2]([CH2:4][C:5]1[O:13][C:12]2[CH2:11][CH2:10][N:9]([C:14](=[O:31])[C:15]3[CH:20]=[CH:19][C:18]([C:21](=[O:30])[C:22]4[CH:27]=[CH:26][CH:25]=[C:24]([Cl:28])[C:23]=4[Cl:29])=[CH:17][CH:16]=3)[CH2:8][C:7]=2[CH:6]=1)[CH3:3].Cl>CO.C(OCC)(=O)C>[ClH:28].[CH3:3][N:2]([CH2:4][C:5]1[O:13][C:12]2[CH2:11][CH2:10][N:9]([C:14](=[O:31])[C:15]3[CH:16]=[CH:17][C:18]([C:21](=[O:30])[C:22]4[CH:27]=[CH:26][CH:25]=[C:24]([Cl:28])[C:23]=4[Cl:29])=[CH:19][CH:20]=3)[CH2:8][C:7]=2[CH:6]=1)[CH3:1] |f:4.5|. Reported procedure: N,N-Dimethyl-[5-[4-(2,3-dichlorobenzoyl)benzoyl]-4,5,6,7-tetrahydrofuro[3,2-c]pyridin-2-ylmethyl]amine 0.256 g was dissolved in 2 ml of methanol; hydrogen chloride in ethyl acetate was added in excess, followed by stirring. This mixture was then concentrated and washed with diethyl ether to yield the desired product. Starting materials: CC(CC)N (2-butylamine), O (water), IC1=CC=C(C=C1)C(C)C (4-iodoisopropylbenzene), C(C)NC(C(C)C1=CC=C(C=C1)C#C)=O (N-ethyl-2-(4-ethynyl-phenyl)-propionamide). Reagents/catalysts: Cl[Pd]([P](C1=CC=CC=C1)(C2=CC=CC=C2)C3=CC=CC=C3)([P](C4=CC=CC=C4)(C5=CC=CC=C5)C6=CC=CC=C6)Cl (bis-(triphenylphosphine)-palladium dichloride). The solvent is C1CCOC1 (THF). Reaction conditions: temperature 80 celsius, time 5 hour. The product is C(C)NC(C(C)C1=CC=C(C=C1)C#CC1=CC=C(C=C1)C(C)C)=O (N-Ethyl-2-[4-(4-isopropyl-phenylethynyl)-phenyl]-propionamide). As a reaction SMILES: I[C:2]1[CH:7]=[CH:6][C:5]([CH:8]([CH3:10])[CH3:9])=[CH:4][CH:3]=1.[CH2:11]([NH:13][C:14](=[O:25])[CH:15]([C:17]1[CH:22]=[CH:21][C:20]([C:23]#[CH:24])=[CH:19][CH:18]=1)[CH3:16])[CH3:12].CC(N)CC.O>C1COCC1.Cl[Pd](Cl)([P](C1C=CC=CC=1)(C1C=CC=CC=1)C1C=CC=CC=1)[P](C1C=CC=CC=1)(C1C=CC=CC=1)C1C=CC=CC=1>[CH2:11]([NH:13][C:14](=[O:25])[CH:15]([C:17]1[CH:18]=[CH:19][C:20]([C:23]#[C:24][C:2]2[CH:7]=[CH:6][C:5]([CH:8]([CH3:10])[CH3:9])=[CH:4][CH:3]=2)=[CH:21][CH:22]=1)[CH3:16])[CH3:12] |^1:39,58|. Reported procedure: To 0.025 g (0.10 mmol) 4-iodoisopropylbenzene are added 20 g (0.10 mmol) N-ethyl-2-(4-ethynyl-phenyl)-propionamide (XVII.1) in 1 mL THF, followed by the addition of 0.5 mL 2-butylamine and 0.75 mL water. Subsequently 3 mg (0.05 mmol) bis-(triphenylphosphine)-palladium dichloride are added and the mixture is stirred at 80° C. for 5 h. After that time, the solvent is removed. The residue is taken up in DMF and the desired product was purified using RP-HPLC (water/MeOH+0.1% TFA).